From a dataset of the Open Reaction Database (ORD), a public repository of structured organic reaction records. describe an organic reaction: reactants, conditions, products, and yield Starting materials: COc1ccc(Cn2cc(-c3ccnc(NC(C)(C)C)c3)c(-c3cccc([N+](=O)[O-])c3)n2)cc1, [Cl-], [NH4+], C1COCCO1, O, [Zn]. The product is COc1ccc(Cn2cc(-c3ccnc(NC(C)(C)C)c3)c(-c3cccc(N)c3)n2)cc1. RXN SMILES: [C:1]([CH3:2])([CH3:3])([CH3:4])[NH:5][c:6]1[n:7][cH:8][cH:9][c:10](-[c:12]2[c:13](-[c:26]3[cH:27][c:28]([N+:32]([O-:33])=[O:34])[cH:29][cH:30][cH:31]3)[n:14][n:15]([CH2:17][c:18]3[cH:19][cH:20][c:21]([O:24][CH3:25])[cH:22][cH:23]3)[cH:16]2)[cH:11]1.[Cl-:36].[NH4+:37].[O:38]1[CH2:39][CH2:40][O:41][CH2:42][CH2:43]1.[OH2:35].[Zn:44]>>[C:1]([CH3:2])([CH3:3])([CH3:4])[NH:5][c:6]1[n:7][cH:8][cH:9][c:10](-[c:12]2[c:13](-[c:26]3[cH:27][c:28]([NH2:32])[cH:29][cH:30][cH:31]3)[n:14][n:15]([CH2:17][c:18]3[cH:19][cH:20][c:21]([O:24][CH3:25])[cH:22][cH:23]3)[cH:16]2)[cH:11]1. Procedure: 2-ethoxy-4-(4-(1,1,1,3,3,3-hexafluoro-2-(methoxymethoxy)propan-2-yl)-2-propyl-phenoxy)-1-nitrobenzene was used for a similar reaction and treatment as Example 119-a), and -ethoxy-4-[2-propyl-4-(2,2,2-trifluoro-1-methoxymethoxy-1-trifluoro methyl-ethyl)-phenoxy]-phenylamine was obtained as a yellow oil. The reactants are C(C)OC1=C(C=CC(=C1)OC1=C(C=C(C=C1)C(C(F)(F)F)(C(F)(F)F)OCOC)CCC)[N+](=O)[O-] (2-ethoxy-4-(4-(1,1,1,3,3,3-hexafluoro-2-(methoxymethoxy)propan-2-yl)-2-propyl-phenoxy)-1-nitrobenzene), C(C)ONC1=CC=C(C=C1)OC1=C(C=C(C=C1)C(C(F)(F)F)(C(F)(F)F)OCOC)CCC (ethoxy-4-[2-propyl-4-(2,2,2-trifluoro-1-methoxymethoxy-1-trifluoro methyl-ethyl)-phenoxy]-phenylamine). As a reaction SMILES: [CH2:1]([O:3][C:4]1[CH:9]=[C:8]([O:10][C:11]2[CH:16]=[CH:15][C:14]([C:17]([O:26][CH2:27][O:28][CH3:29])([C:22]([F:25])([F:24])[F:23])[C:18]([F:21])([F:20])[F:19])=[CH:13][C:12]=2[CH2:30][CH2:31][CH3:32])[CH:7]=[CH:6][C:5]=1[N+:33]([O-])=O)[CH3:2].C(ONC1C=CC(OC2C=CC(C(OCOC)(C(F)(F)F)C(F)(F)F)=CC=2CCC)=CC=1)C>>[CH2:1]([O:3][C:4]1[CH:9]=[C:8]([O:10][C:11]2[CH:16]=[CH:15][C:14]([C:17]([O:26][CH2:27][O:28][CH3:29])([C:18]([F:19])([F:20])[F:21])[C:22]([F:24])([F:25])[F:23])=[CH:13][C:12]=2[CH2:30][CH2:31][CH3:32])[CH:7]=[CH:6][C:5]=1[NH2:33])[CH3:2]. The product is C(C)OC1=C(C=CC(=C1)OC1=C(C=C(C=C1)C(C(F)(F)F)(C(F)(F)F)OCOC)CCC)N (2-ethoxy-4-[2-propyl-4-(2,2,2-trifluoro-1-methoxymethoxy-1-trifluoromethyl-ethyl)-phenoxy]-phenylamine). Starting materials: BrB(Br)Br, COc1ccc2nc(NCC3CCCCC3)sc2c1, ClCCl. Yields the product Oc1ccc2nc(NCC3CCCCC3)sc2c1. As a reaction SMILES: [B:20]([Br:21])([Br:22])[Br:23].[CH:1]1([CH2:7][NH:8][c:9]2[s:10][c:11]3[c:12]([n:13]2)[cH:14][cH:15][c:16]([O:18][CH3:19])[cH:17]3)[CH2:2][CH2:3][CH2:4][CH2:5][CH2:6]1.[Cl:24][CH2:25][Cl:26]>>[CH:1]1([CH2:7][NH:8][c:9]2[s:10][c:11]3[c:12]([n:13]2)[cH:14][cH:15][c:16]([OH:18])[cH:17]3)[CH2:2][CH2:3][CH2:4][CH2:5][CH2:6]1. Starting materials: CC(C)(C)OC(=O)N1CCC(N)CC1, Clc1cc(Cl)nc(Cl)n1, [H-], [Na+], CN(C)C=O. Product: CC(C)(C)OC(=O)N1CCC(Nc2cc(Cl)nc(Cl)n2)CC1. As a reaction SMILES: [C:1]([CH3:2])([CH3:3])([CH3:4])[O:5][C:6](=[O:7])[N:8]1[CH2:9][CH2:10][CH:11]([NH2:14])[CH2:12][CH2:13]1.[Cl:17][c:18]1[n:19][c:20]([Cl:25])[cH:21][c:22]([Cl:24])[n:23]1.[H-:15].[Na+:16].[O:26]=[CH:27][N:28]([CH3:29])[CH3:30]>>[C:1]([CH3:2])([CH3:3])([CH3:4])[O:5][C:6](=[O:7])[N:8]1[CH2:9][CH2:10][CH:11]([NH:14][c:22]2[cH:21][c:20]([Cl:25])[n:19][c:18]([Cl:17])[n:23]2)[CH2:12][CH2:13]1. Reactants: C(C)OC(CC1=CC(=NC=C1[N+](=O)[O-])N1CCN(CC1)C)=O ([2-(4-Methyl-piperazin-1-yl)-5-nitro-pyridin-4-yl]-acetic acid ethyl ester), [H][H] (hydrogen). Reagents/catalysts: [Pd] (Palladium on carbon). Solvent: CO (MeOH). Reaction conditions: time 2.5 hour. Product: C(C)OC(CC1=CC(=NC=C1N)N1CCN(CC1)C)=O ([5-amino-2-(4-methyl-piperazin-1-yl)-pyridin-4-yl]-acetic acid ethyl ester). Reaction SMILES: [CH2:1]([O:3][C:4](=[O:22])[CH2:5][C:6]1[C:11]([N+:12]([O-])=O)=[CH:10][N:9]=[C:8]([N:15]2[CH2:20][CH2:19][N:18]([CH3:21])[CH2:17][CH2:16]2)[CH:7]=1)[CH3:2].[H][H]>CO.[Pd]>[CH2:1]([O:3][C:4](=[O:22])[CH2:5][C:6]1[C:11]([NH2:12])=[CH:10][N:9]=[C:8]([N:15]2[CH2:20][CH2:19][N:18]([CH3:21])[CH2:17][CH2:16]2)[CH:7]=1)[CH3:2]. Reported procedure: [2-(4-Methyl-piperazin-1-yl)-5-nitro-pyridin-4-yl]-acetic acid ethyl ester (2.78 g, 9.02 mmol) is dissolved in MeOH (28 ml). Palladium on carbon (10%, 96 mg, 0.90 mmol) is added, and the reaction flask is connected to a balloon filled with hydrogen. After vigorous stirring for 2.5 h, TLC analysis indicated complete conversion. The reaction mixture is filtered, the organic solvent removed, and the residue purified by FCC (CH2Cl2/MeOH, gradient from 97:3 to 70:30) to yield [5-amino-2-(4-methyl-pip... Starting materials: Oc1ccc(Cl)cc1I, N#C[Cu]C#N, CN(C)C=O. Yields the product N#Cc1cc(Cl)ccc1O. As a reaction SMILES: [Cl:1][c:2]1[cH:3][c:4]([I:9])[c:5]([OH:8])[cH:6][cH:7]1.[Cu:10]([C:11]#[N:12])[C:13]#[N:14].[O:15]=[CH:16][N:17]([CH3:18])[CH3:19]>>[Cl:1][c:2]1[cH:3][c:4]([C:11]#[N:12])[c:5]([OH:8])[cH:6][cH:7]1. The reactants are COC1=CC=C(C=C1)B(O)O (4-methoxyphenylboronic acid), BrC=1C=NC=CC1 (3-bromopyridine), C(C)(C)(C)OC(=O)N1C=CC2=CC=C(C=C12)Br (1-tert-butoxycarbonyl-6-bromoindole). Yields the product N1=CC(=CC=C1)C1=CC=C2C=CNC2=C1 (6-(3-pyridinyl)indole). As a reaction SMILES: COC1C=CC(B(O)O)=CC=1.Br[C:13]1[CH:14]=[N:15][CH:16]=[CH:17][CH:18]=1.C(OC([N:26]1[C:34]2[C:29](=[CH:30][CH:31]=[C:32](Br)[CH:33]=2)[CH:28]=[CH:27]1)=O)(C)(C)C>>[N:15]1[CH:16]=[CH:17][CH:18]=[C:13]([C:32]2[CH:33]=[C:34]3[C:29]([CH:28]=[CH:27][NH:26]3)=[CH:30][CH:31]=2)[CH:14]=1. Reported procedure: The desired compound was prepared according to the method of Example 25, step 1, except substituting 6-indolylboronic acid, prepared as in step 1 for 4-methoxyphenylboronic acid, and 3-bromopyridine for 1-tert-butoxycarbonyl-6-bromoindole. Reactants: CCOC(C)=O, CC(NC(=O)Cc1cc(F)cc(F)c1)C(=O)O, COC(=O)C(N)Cc1cccs1. The product is COC(=O)C(Cc1cccs1)NC(=O)C(C)NC(=O)Cc1cc(F)cc(F)c1. As a reaction SMILES: [CH3:30][CH2:31][O:32][C:33]([CH3:34])=[O:35].[F:1][c:2]1[cH:3][c:4]([CH2:9][C:10](=[O:11])[NH:12][CH:13]([CH3:14])[C:15](=[O:16])[OH:17])[cH:5][c:6]([F:8])[cH:7]1.[NH2:18][CH:19]([C:20](=[O:21])[O:22][CH3:23])[CH2:24][c:25]1[s:26][cH:27][cH:28][cH:29]1>>[F:1][c:2]1[cH:3][c:4]([CH2:9][C:10](=[O:11])[NH:12][CH:13]([CH3:14])[C:15](=[O:17])[NH:18][CH:19]([C:20](=[O:21])[O:22][CH3:23])[CH2:24][c:25]2[s:26][cH:27][cH:28][cH:29]2)[cH:5][c:6]([F:8])[cH:7]1. Starting materials: CC(=O)OC(C)=O, Cn1c(Nc2cc(C(F)(F)F)ccc2F)nc2cc(Oc3ccnc(NC(=O)C4CCNCC4)c3)ccc21, C1COCCO1. The product is CC(=O)N1CCC(C(=O)Nc2cc(Oc3ccc4c(c3)nc(Nc3cc(C(F)(F)F)ccc3F)n4C)ccn2)CC1. Reaction SMILES: [CH3:39][C:40](=[O:41])[O:42][C:43](=[O:44])[CH3:45].[F:1][c:2]1[c:3]([NH:12][c:13]2[n:14][c:15]3[c:16]([n:17]2[CH3:18])[cH:19][cH:20][c:21]([O:23][c:24]2[cH:25][c:26]([NH:30][C:31](=[O:32])[CH:33]4[CH2:34][CH2:35][NH:36][CH2:37][CH2:38]4)[n:27][cH:28][cH:29]2)[cH:22]3)[cH:4][c:5]([C:8]([F:9])([F:10])[F:11])[cH:6][cH:7]1.[O:46]1[CH2:47][CH2:48][O:49][CH2:50][CH2:51]1>>[F:1][c:2]1[c:3]([NH:12][c:13]2[n:14][c:15]3[c:16]([n:17]2[CH3:18])[cH:19][cH:20][c:21]([O:23][c:24]2[cH:25][c:26]([NH:30][C:31](=[O:32])[CH:33]4[CH2:34][CH2:35][N:36]([C:40]([CH3:39])=[O:41])[CH2:37][CH2:38]4)[n:27][cH:28][cH:29]2)[cH:22]3)[cH:4][c:5]([C:8]([F:9])([F:10])[F:11])[cH:6][cH:7]1. Starting materials: CCOC(=O)C(CC)(C(=O)OCC)c1c(C#N)cnc2ccc(I)cc12, CS(C)=O, CCCCCC, CCOC(C)=O, [Cl-], [Li+], O. Product: CCCc1c(C#N)cnc2ccc(I)cc12. As a reaction SMILES: [CH2:1]([O:2][C:3](=[O:4])[C:5]([C:6]([O:7][CH2:8][CH3:9])=[O:10])([CH2:11][CH3:12])[c:13]1[c:14]([C:24]#[N:25])[cH:15][n:16][c:17]2[cH:18][cH:19][c:20]([I:23])[cH:21][c:22]12)[CH3:26].[CH3:30][S:31]([CH3:32])=[O:33].[CH3:34][CH2:35][CH2:36][CH2:37][CH2:38][CH3:39].[CH3:40][CH2:41][O:42][C:43](=[O:44])[CH3:45].[Cl-:28].[Li+:27].[OH2:29]>>[CH2:5]([CH2:11][CH3:12])[c:13]1[c:14]([C:24]#[N:25])[cH:15][n:16][c:17]2[cH:18][cH:19][c:20]([I:23])[cH:21][c:22]12.